describe an organic reaction: reactants, conditions, products, and yield From a dataset of the Open Reaction Database (ORD), a public repository of structured organic reaction records. Starting materials: CC(C)=O (propan-2-one), Cl.NC[C@H]1CN(CC1)C1=C2C(=NC=C1Br)NC=C2NC(C2=CN=CC=C2)=O ((S)—N-(4-(3-(aminomethyl)pyrrolidin-1-yl)-5-bromo-1H-pyrrolo[2,3-b]pyridin-3-yl)nicotinamide hydrochloride). Product: Cl.ClC=1C(=C2C(=NC1)NC=C2NC(C2=CN=CC=C2)=O)N2C[C@@H](CCC2)NC(C)C ((R)—N-(5-Chloro-4-(3-(isopropylamino)piperidin-1-yl)-1H-pyrrolo[2,3-b]pyridin-3-yl)nicotinamide hydrochloride). The yield is 64.0%. Reaction SMILES: [CH3:1][C:2](=O)[CH3:3].[ClH:5].[NH2:6][CH2:7][C@@H:8]1[CH2:12][CH2:11][N:10]([C:13]2[C:18](Br)=[CH:17][N:16]=[C:15]3[NH:20][CH:21]=[C:22]([NH:23][C:24](=[O:31])[C:25]4[CH:30]=[CH:29][CH:28]=[N:27][CH:26]=4)[C:14]=23)[CH2:9]1>>[ClH:5].[Cl:5][C:18]1[C:13]([N:10]2[CH2:11][CH2:12][CH2:8][C@@H:7]([NH:6][CH:2]([CH3:3])[CH3:1])[CH2:9]2)=[C:14]2[C:22]([NH:23][C:24](=[O:31])[C:25]3[CH:30]=[CH:29][CH:28]=[N:27][CH:26]=3)=[CH:21][NH:20][C:15]2=[N:16][CH:17]=1 |f:1.2,3.4|. Procedure: (R)—N-(5-Chloro-4-(3-(isopropylamino)piperidin-1-yl)-1H-pyrrolo[2,3-b]pyridin-3-yl)nicotinamide hydrochloride (30 mg, 64% yield) was prepared as described in Example 6, using propan-2-one (104 mg, 1.80 mmol) and substituting (R)—N-(4-(3-aminopiperidin-1-yl)-5-chloro-1H-pyrrolo[2,3-b]pyridin-3-yl)nicotinamide hydrochloride (43 mg, 0.089 mmol) for (S)—N-(4-(3-(aminomethyl)pyrrolidin-1-yl)-5-bromo-1H-pyrrolo[2,3-b]pyridin-3-yl)nicotinamide hydrochloride. 1H NMR (400 MHz, D2O) δ 9.20-9.19 (m, 1H), 8... Reactants: ice water, Cl (hydrochloric acid), O1CCCC1 (tetrahydrofuran), O(C1=CC=CC=C1)CC(=O)NC1[C@@H]2N(C(=C(CS2=O)C=O)C(=O)OC(C2=CC=CC=C2)C2=CC=CC=C2)C1=O (benzhydryl 7-phenoxyacetamido-3-formyl-3-cephem-4-carboxylate-1-oxide), CN1N=NN=C1C=P(C1=CC=CC=C1)(C1=CC=CC=C1)C1=CC=CC=C1 ((1-methyl-1H-tetrazol-5-yl)methylenetriphenylphosphorane). Run in C(C)(=O)OCC (ethyl acetate), CO (methanol). Run at time 5 hour. Product: O(C1=CC=CC=C1)CC(=O)NC1[C@@H]2N(C(=C(CS2=O)C=CC2=NN=NN2C)C(=O)OC(C2=CC=CC=C2)C2=CC=CC=C2)C1=O (benzhydryl 7-phenoxyacetamido-3-(1-methyl-1H-tetrazol-5-yl)vinyl-3-cephem-4-carboxylate-1-oxide). The yield is 59.0%. RXN SMILES: O1CCCC1.[O:6]([CH2:13][C:14]([NH:16][CH:17]1[C:43](=[O:44])[N:19]2[C:20]([C:27]([O:29][CH:30]([C:37]3[CH:42]=[CH:41][CH:40]=[CH:39][CH:38]=3)[C:31]3[CH:36]=[CH:35][CH:34]=[CH:33][CH:32]=3)=[O:28])=[C:21]([CH:25]=O)[CH2:22][S:23](=[O:24])[C@H:18]12)=[O:15])[C:7]1[CH:12]=[CH:11][CH:10]=[CH:9][CH:8]=1.[CH3:45][N:46]1[C:50]([CH:51]=P(C2C=CC=CC=2)(C2C=CC=CC=2)C2C=CC=CC=2)=[N:49][N:48]=[N:47]1.Cl>CO.C(OCC)(=O)C>[O:6]([CH2:13][C:14]([NH:16][CH:17]1[C:43](=[O:44])[N:19]2[C:20]([C:27]([O:29][CH:30]([C:31]3[CH:36]=[CH:35][CH:34]=[CH:33][CH:32]=3)[C:37]3[CH:42]=[CH:41][CH:40]=[CH:39][CH:38]=3)=[O:28])=[C:21]([CH:25]=[CH:51][C:50]3[N:46]([CH3:45])[N:47]=[N:48][N:49]=3)[CH2:22][S:23](=[O:24])[C@H:18]12)=[O:15])[C:7]1[CH:12]=[CH:11][CH:10]=[CH:9][CH:8]=1. Procedure: To 130 ml of anhydrous tetrahydrofuran was added 5.35 g of benzhydryl 7-phenoxyacetamido-3-formyl-3-cephem-4-carboxylate-1-oxide, and, after cooling to -5°--10° C., further added 4.3 g of (1-methyl-1H-tetrazol-5-yl)methylenetriphenylphosphorane. The mixture was stirred at that temperature for 5 hours and poured into a mixture of ethyl acetate and ice-water. The resulting mixture was then made acidic with 10 ml of 5% hydrochloric acid. The organic layer was washed with five portions of a saturate... Reactants: ClC=1C=C(C(N(N1)C)=O)NC1=NC=C(C=C1)N1[C@H](CNCC1)C ((S)-6-Chloro-2-methyl-4-(5-(2-methylpiperazin-1-yl)pyridin-2-ylamino)pyridazin-3(2H)-one), O1CC(C1)=O (oxetan-3-one), [BH3-]C#N.[Na+] (NaBH3CN), O (water). The reagents and catalysts are [Cl-].[Zn+2].[Cl-] (zinc chloride). Solvent: CO (methanol). Reaction conditions: temperature 50 celsius, time 3 hour. The product is ClC=1C=C(C(N(N1)C)=O)NC1=NC=C(C=C1)N1[C@H](CN(CC1)C1COC1)C ((S)-6-Chloro-2-methyl-4-(5-(2-methyl-4-(oxetan-3-yl)piperazin-1-yl)pyridin-2-ylamino)pyridazin-3(2H)-one). The yield is 75.2%. RXN SMILES: [Cl:1][C:2]1[CH:3]=[C:4]([NH:10][C:11]2[CH:16]=[CH:15][C:14]([N:17]3[CH2:22][CH2:21][NH:20][CH2:19][C@@H:18]3[CH3:23])=[CH:13][N:12]=2)[C:5](=[O:9])[N:6]([CH3:8])[N:7]=1.[O:24]1[CH2:27][C:26](=O)[CH2:25]1.[BH3-]C#N.[Na+].O>CO.[Cl-].[Zn+2].[Cl-]>[Cl:1][C:2]1[CH:3]=[C:4]([NH:10][C:11]2[CH:16]=[CH:15][C:14]([N:17]3[CH2:22][CH2:21][N:20]([CH:26]4[CH2:27][O:24][CH2:25]4)[CH2:19][C@@H:18]3[CH3:23])=[CH:13][N:12]=2)[C:5](=[O:9])[N:6]([CH3:8])[N:7]=1 |f:2.3,6.7.8|. Reported procedure: A mixture of 117b (2.3 g, 6.8 mmol), oxetan-3-one (1.4 g, 20.0 mmol), NaBH3CN (620 mg, 10 mmol), and zinc chloride (1.36 g, 10 mmol) in methanol (20 mL) was stirred at 50° C. for 3 hours. The mixture was added to water (40 mL) and concentrated under reduced pressure. The residue was extracted with dichloromethane three times. The combined organic layer was dried and concentrated under reduced pressure. The residue was purified by silica-gel column chromatography eluting with 50:1 dichloromethane... The reactants are COc1cc(Cl)c(N)cc1-c1nc(C)c(-c2cccnc2)[nH]1, CC(=O)OC(C)=O, CCOC(C)=O, C1CCOC1. Yields the product COc1cc(Cl)c(NC(C)=O)cc1-c1nc(C)c(-c2cccnc2)[nH]1. RXN SMILES: [CH3:1][O:2][c:3]1[c:4](-[c:11]2[nH:12][c:13](-[c:17]3[cH:18][n:19][cH:20][cH:21][cH:22]3)[c:14]([CH3:16])[n:15]2)[cH:5][c:6]([NH2:10])[c:7]([Cl:9])[cH:8]1.[CH3:23][C:24](=[O:25])[O:26][C:27](=[O:28])[CH3:29].[CH3:30][CH2:31][O:32][C:33](=[O:34])[CH3:35].[O:36]1[CH2:37][CH2:38][CH2:39][CH2:40]1>>[CH3:1][O:2][c:3]1[c:4](-[c:11]2[nH:12][c:13](-[c:17]3[cH:18][n:19][cH:20][cH:21][cH:22]3)[c:14]([CH3:16])[n:15]2)[cH:5][c:6]([NH:10][C:24]([CH3:23])=[O:25])[c:7]([Cl:9])[cH:8]1. Starting materials: C1CCOC1, CI, COc1ccc(-n2nc(CCCO)cc2-c2ccc(Cl)cc2)cc1, [H-], [Na+]. The product is COCCCc1cc(-c2ccc(Cl)cc2)n(-c2ccc(OC)cc2)n1. Reaction SMILES: [CH2:29]1[O:30][CH2:31][CH2:32][CH2:33]1.[CH3:27][I:28].[Cl:3][c:4]1[cH:5][cH:6][c:7](-[c:10]2[cH:11][c:12]([CH2:23][CH2:24][CH2:25][OH:26])[n:13][n:14]2-[c:15]2[cH:16][cH:17][c:18]([O:21][CH3:22])[cH:19][cH:20]2)[cH:8][cH:9]1.[H-:2].[Na+:1]>>[Cl:3][c:4]1[cH:5][cH:6][c:7](-[c:10]2[cH:11][c:12]([CH2:23][CH2:24][CH2:25][O:26][CH3:27])[n:13][n:14]2-[c:15]2[cH:16][cH:17][c:18]([O:21][CH3:22])[cH:19][cH:20]2)[cH:8][cH:9]1. Procedure details: 36.5 g of 1,2-dihydronaphthalene (280.3 mmol) are treated with Oxone® according to the method described in Step A of Example 8 to yield the expected product in the form of an oil. Yields the product O1C2C1CCC1=CC=CC=C12 (1a,2,3,7b-Tetrahydronaphtho[1,2-b]oxirene). Reactants: C1CC=CC2=CC=CC=C12 (1,2-dihydronaphthalene), OOS(=O)[O-].[K+] (Oxone). As a reaction SMILES: [CH2:1]1[C:10]2[C:5](=[CH:6][CH:7]=[CH:8][CH:9]=2)[CH:4]=[CH:3][CH2:2]1.[OH:11]OS([O-])=O.[K+]>>[O:11]1[CH:8]2[CH2:7][CH2:6][C:5]3[C:10]([CH:9]12)=[CH:1][CH:2]=[CH:3][CH:4]=3 |f:1.2|. Starting materials: C(C)C1=CC=C(C=C1)N1C(C2(CC1)CCN(CC2)S(=O)(=O)C2=C(C=CC=C2)I)=O (2-(4-ethyl-phenyl)-8-(2-iodo-benzenesulfonyl)-2,8-diaza-spiro[4.5]decan-1-one), C(C)C1=CC=C(C=C1)N1C(C2(CC1)CCN(CC2)S(=O)(=O)C2=C(C=CC=C2)I)=O (2-(4-Ethyl-phenyl)-8-(2-iodo-benzenesulfonyl)-2,8-diaza-spiro[4.5]decan-1-one), N1C(CCC1)=O (2-pyrrolidinone), C(=O)([O-])[O-].[K+].[K+] (K2CO3), CNCCNC (N,N′-dimethylethylenediamine). Solvent: CN(C)C=O (DMF). Yields the product C(C)C1=CC=C(C=C1)N1C(C2(CC1)CCN(CC2)S(=O)(=O)C2=C(C=CC=C2)N2C(CCC2)=O)=O (2-(4-ethyl-phenyl)-8-[2-(2-oxo-pyrrolidin-1-yl)-benzenesulfonyl]-2,8-diaza-spiro[4.5]decan-1-one). RXN SMILES: [CH2:1]([C:3]1[CH:8]=[CH:7][C:6]([N:9]2[CH2:13][CH2:12][C:11]3([CH2:18][CH2:17][N:16]([S:19]([C:22]4[CH:27]=[CH:26][CH:25]=[CH:24][C:23]=4I)(=[O:21])=[O:20])[CH2:15][CH2:14]3)[C:10]2=[O:29])=[CH:5][CH:4]=1)[CH3:2].[NH:30]1[CH2:34][CH2:33][CH2:32][C:31]1=[O:35].C([O-])([O-])=O.[K+].[K+].CNCCNC>CN(C=O)C>[CH2:1]([C:3]1[CH:8]=[CH:7][C:6]([N:9]2[CH2:13][CH2:12][C:11]3([CH2:18][CH2:17][N:16]([S:19]([C:22]4[CH:27]=[CH:26][CH:25]=[CH:24][C:23]=4[N:30]4[CH2:34][CH2:33][CH2:32][C:31]4=[O:35])(=[O:21])=[O:20])[CH2:15][CH2:14]3)[C:10]2=[O:29])=[CH:5][CH:4]=1)[CH3:2] |f:2.3.4|. Procedure: A mixture of 2-(4-ethyl-phenyl)-8-(2-iodo-benzenesulfonyl)-2,8-diaza-spiro[4.5]decan-1-one (0.06 g), compound of example 74), 2-pyrrolidinone (0.015 g), K2CO3 (0.055 g) and N,N′-dimethylethylenediamine (0.015 g) was heated in DMF under an argon atmosphere for 24 h at 150° C. The mixture was then cooled to RT and extracted with AcOEt. The extracts were combined, filtered, washed with water and dried over sodium sulphate. The solvent was removed in vacuo. The residue was chromatographed over silic...